Dataset: the Open Reaction Database (ORD), a public repository of structured organic reaction records. Task: describe an organic reaction: reactants, conditions, products, and yield Reactants: COC(C1=C(C(=CC(=C1C)OC)O[Si](C(C(C)C)(C)C)(C)C)CSC[C@@H](C1=NC(=NO1)C)N)=O ((R)-2-[2-amino-2-(3-methyl-1,2,4-oxadiazol-5-yl)-ethylsulfanyl-methyl]-3-[dimethyl-(1,1,2-trimethyl-propyl)-silanyloxy]-5-methoxy-6-methyl-benzoic acid methyl ester), C(=S)(N1C(C=CC=C1)=O)N1C(C=CC=C1)=O (1,1'-thiocarbonyldi-2(1H)-pyridone), C(C1=CC=CC=C1)(=N)N (benzamidine). Solvent: ClCCl (dichloromethane). Conditions: time 30 minute. Yields the product COC(C1=C(C(=CC(=C1C)OC)O[Si](C(C(C)C)(C)C)(C)C)CSC[C@@H](C1=NC(=NO1)C)NC(=S)NC(C1=CC=CC=C1)=N)=O ((R)-3-[dimethyl-(1,1,2-trimethyl-propyl)-silanyloxy]-2-[2-[3-(iminophenyl-methyl)-thioureido]-2-(3-methyl-1,2,4-oxadiazol-5-yl)ethylsulfanylmethyl]-5-methoxy-6-methyl-benzoic acid methyl ester). The yield is 91.3%. As a reaction SMILES: [CH3:1][O:2][C:3](=[O:34])[C:4]1[C:9]([CH3:10])=[C:8]([O:11][CH3:12])[CH:7]=[C:6]([O:13][Si:14]([CH3:22])([CH3:21])[C:15]([CH3:20])([CH3:19])[CH:16]([CH3:18])[CH3:17])[C:5]=1[CH2:23][S:24][CH2:25][C@H:26]([NH2:33])[C:27]1[O:31][N:30]=[C:29]([CH3:32])[N:28]=1.[C:35](N1C=CC=CC1=O)(N1C=CC=CC1=O)=[S:36].[C:51]([NH2:59])(=[NH:58])[C:52]1[CH:57]=[CH:56][CH:55]=[CH:54][CH:53]=1>ClCCl>[CH3:1][O:2][C:3](=[O:34])[C:4]1[C:9]([CH3:10])=[C:8]([O:11][CH3:12])[CH:7]=[C:6]([O:13][Si:14]([CH3:21])([CH3:22])[C:15]([CH3:19])([CH3:20])[CH:16]([CH3:17])[CH3:18])[C:5]=1[CH2:23][S:24][CH2:25][C@H:26]([NH:33][C:35]([NH:58][C:51](=[NH:59])[C:52]1[CH:57]=[CH:56][CH:55]=[CH:54][CH:53]=1)=[S:36])[C:27]1[O:31][N:30]=[C:29]([CH3:32])[N:28]=1. Reported procedure: To a stirred solution of 400 mg of (R)-2-[2-amino-2-(3-methyl-1,2,4-oxadiazol-5-yl)-ethylsulfanyl-methyl]-3-[dimethyl-(1,1,2-trimethyl-propyl)-silanyloxy]-5-methoxy-6-methyl-benzoic acid methyl ester in 20 ml of dry dichloromethane were added slowly 186 mg of 1,1'-thiocarbonyldi-2(1H)-pyridone. The red solution was stirred for 30 min at room temperature and then cooled in an ice bath. Upon the addition of 94 mg of benzamidine (~85%), stirring was continued for 1 h at 0° C. and for 10 h at 20° C.... Reactants: ( a ), C(=O)(OCC)C1SCCCS1 (2-carboethoxy-1,3-dithiane), BrCC1CC1 (bromomethylcyclopropane). Product: Formula 5, C1(CC1)CC1(SCCCS1)C(=O)OCC (ethyl 2-(cyclopropylmethyl)-1,3-dithiane-2-carboxylate). Reported procedure: Preferably R3 is methyl, ethyl or isopropyl. Most preferably R3 is ethyl and the compound of Formula 5 is prepared by (a) reacting bromomethylcyclopropane with 2-carboethoxy-1,3-dithiane in the presence of a strong base to give ethyl 2-(cyclopropylmethyl)-1,3-dithiane-2-carboxylate; (b) reacting the ethyl 2-(cyclopropylmethyl)-1,3-dithiane-2-carboxylate with N-bromosuccinimide to give ethyl 3-cyclopropyl-2-oxopropanoate; and (c) reacting the ethyl 3-cyclopropyl-2-oxopropanoate with bis(2-methoxy... As a reaction SMILES: Br[CH2:2][CH:3]1[CH2:5][CH2:4]1.[C:6]([CH:11]1[S:16][CH2:15][CH2:14][CH2:13][S:12]1)([O:8][CH2:9][CH3:10])=[O:7]>>[CH:5]1([CH2:4][C:11]2([C:6]([O:8][CH2:9][CH3:10])=[O:7])[S:12][CH2:13][CH2:14][CH2:15][S:16]2)[CH2:3][CH2:2]1. Starting materials: CCO, COc1ccc(C=O)cc1, Cl, NO, [Na+], [OH-], O. Product: COc1ccc(C=NO)cc1. RXN SMILES: [CH3:16][CH2:17][OH:18].[CH3:1][O:2][c:3]1[cH:4][cH:5][c:6]([CH:7]=[O:8])[cH:9][cH:10]1.[ClH:11].[NH2:12][OH:13].[Na+:15].[OH-:14].[OH2:19]>>[CH3:1][O:2][c:3]1[cH:4][cH:5][c:6]([CH:7]=[N:12][OH:13])[cH:9][cH:10]1.